Dataset: the Open Reaction Database (ORD), a public repository of structured organic reaction records. Task: describe an organic reaction: reactants, conditions, products, and yield Reactants: Cl.S1CC=CC=C1 (thiamin, hydrochloride), CC=1C=C2C(=CC1C)N(C3=NC(=O)NC(=O)C3=N2)C[C@@H]([C@@H]([C@@H](CO)O)O)O (riboflavin), C1=CC(=CN=C1)C(=O)O (niacin), CC1=C(C(=C(C=N1)CO)CO)O.Cl (vitamin B6), [C@@H]1([C@@H]([C@@H]([C@@H]([C@H]([C@@H]1O)O)O)O)O)O (inositol), C(CCNC([C@H](O)C(C)(C)CO)=O)(=O)[O-].[Ca+2].C(CCNC([C@H](O)C(C)(C)CO)=O)(=O)[O-] (calcium pantothenate), NC1=CC=C(C(=O)O)C=C1 (p-aminobenzoic acid). The product is OC(=O)CCCC[C@@H]1SC[C@@H]2NC(=O)N[C@H]12 (biotin). Reaction SMILES: Cl.[S:2]1[CH:7]=[CH:6][CH:5]=[CH:4][CH2:3]1.CC1C=C2N=C3C(=[N:18][C:19]([NH:21]C3=O)=[O:20])N(C[C@H](O)[C@H](O)[C@H](O)CO)C2=CC=1C.[CH:35]1C=NC=[C:37]([C:41]([OH:43])=[O:42])[CH:36]=1.CC1N=CC(CO)=C(CO)C=1O.Cl.[C@@H]1(O)[C@@H](O)[C@H](O)[C@@H](O)[C@@H](O)[C@H]1O.C([O-])(=O)CCNC(=O)[C@@H](C(CO)(C)C)O.[Ca+2].C([O-])(=O)CCNC(=O)[C@@H](C(CO)(C)C)O.NC1C=CC(C(O)=O)=CC=1>>[OH:43][C:41]([CH2:37][CH2:36][CH2:35][CH2:3][C@H:4]1[C@@H:5]2[C@@H:6]([NH:18][C:19]([NH:21]2)=[O:20])[CH2:7][S:2]1)=[O:42] |f:0.1,4.5,7.8.9|. Reported procedure: Vitamin solution containing thiamin, hydrochloride, riboflavin, niacin, vitamin B6, inositol, calcium pantothenate and p-aminobenzoic acid, to give a final concentration of 0.05 mg/liter of medium for each vitamin, and biotin to give a final concentration of 0.25 mg/liter of medium. Starting materials: Cl.CN(CCCN=C=NCC)C (N-[3-(dimethylamino)propyl]-N′-ethylcarbodiimide hydrochloride), CS(=O)(=O)C1=C(C=CC=C1)S(=O)(=O)NC=1C=CC=C2C=C(NC12)C(=O)O (7-{[2-(methylsulfonyl)phenylsulfonyl]amino}-1H-indole-2-carboxylic acid), Cl.C(C1=CC=CC=C1)(C1=CC=CC=C1)(C1=CC=CC=C1)SCCN (2-(tritylthio)ethylamine hydrochloride), N1(N=NC2=C1C=CC=C2)O (1H-1,2,3-benzotriazol-1-ol). Solvent: O (Water), CN(C=O)C (N,N-dimethylformamide), C(C)N(CC)CC (triethylamine). Conditions: time 8 hour. Product: CS(=O)(=O)C1=C(C=CC=C1)S(=O)(=O)NC=1C=CC=C2C=C(NC12)C(=O)NCCSC(C1=CC=CC=C1)(C1=CC=CC=C1)C1=CC=CC=C1 (7-{[2-(Methylsulfonyl)phenylsulfonyl]amino}-N-[2-(tritylthio)ethyl]-1H-indole-2-carboxamide). Yield: 100.9%. As a reaction SMILES: [CH3:1][S:2]([C:5]1[CH:10]=[CH:9][CH:8]=[CH:7][C:6]=1[S:11]([NH:14][C:15]1[CH:16]=[CH:17][CH:18]=[C:19]2[C:23]=1[NH:22][C:21]([C:24](O)=[O:25])=[CH:20]2)(=[O:13])=[O:12])(=[O:4])=[O:3].Cl.[C:28]([S:47][CH2:48][CH2:49][NH2:50])([C:41]1[CH:46]=[CH:45][CH:44]=[CH:43][CH:42]=1)([C:35]1[CH:40]=[CH:39][CH:38]=[CH:37][CH:36]=1)[C:29]1[CH:34]=[CH:33][CH:32]=[CH:31][CH:30]=1.N1(O)C2C=CC=CC=2N=N1.Cl.CN(C)CCCN=C=NCC>O.CN(C)C=O.C(N(CC)CC)C>[CH3:1][S:2]([C:5]1[CH:10]=[CH:9][CH:8]=[CH:7][C:6]=1[S:11]([NH:14][C:15]1[CH:16]=[CH:17][CH:18]=[C:19]2[C:23]=1[NH:22][C:21]([C:24]([NH:50][CH2:49][CH2:48][S:47][C:28]([C:35]1[CH:40]=[CH:39][CH:38]=[CH:37][CH:36]=1)([C:29]1[CH:30]=[CH:31][CH:32]=[CH:33][CH:34]=1)[C:41]1[CH:46]=[CH:45][CH:44]=[CH:43][CH:42]=1)=[O:25])=[CH:20]2)(=[O:13])=[O:12])(=[O:3])=[O:4] |f:1.2,4.5|. Procedure: To a mixture of 7-{[2-(methylsulfonyl)phenylsulfonyl]amino}-1H-indole-2-carboxylic acid (1.00 g), 2-(tritylthio)ethylamine hydrochloride (0.92 g), 1H-1,2,3-benzotriazol-1-ol (0.41 g), triethylamine (0.42 mL) and N,N-dimethylformamide (15 mL) was added N-[3-(dimethylamino)propyl]-N′-ethylcarbodiimide hydrochloride (0.58 g) at 0° C., and the mixture was stirred at room temperature overnight. Water was added to the reaction mixture, and the obtained crystals were filtrated, washed with water and dr... Reactants: C([O-])([O-])=O.[Li+].[Li+] (lithium carbonate), FC1=CC(=C(C#N)C=C1)C(F)(F)F (4-fluoro-2-(trifluoromethyl)benzonitrile), O[C@@H]1[C@@H](NCC1)C ((2S,3S)-3-hydroxy-2-methylpyrrolidine). Yields the product O[C@@H]1[C@@H](N(CC1)C1=CC(=C(C#N)C=C1)C(F)(F)F)C (4-[(2S,3S)-3-hydroxy-2-methylpyrrolidin-1-yl]-2-(trifluoromethyl)benzonitrile), solid. RXN SMILES: F[C:2]1[CH:9]=[CH:8][C:5]([C:6]#[N:7])=[C:4]([C:10]([F:13])([F:12])[F:11])[CH:3]=1.[OH:14][C@H:15]1[CH2:19][CH2:18][NH:17][C@H:16]1[CH3:20].C(=O)([O-])[O-].[Li+].[Li+]>>[OH:14][C@H:15]1[CH2:19][CH2:18][N:17]([C:2]2[CH:9]=[CH:8][C:5]([C:6]#[N:7])=[C:4]([C:10]([F:13])([F:12])[F:11])[CH:3]=2)[C@H:16]1[CH3:20] |f:2.3.4|. Procedure details: Using 4-fluoro-2-(trifluoromethyl)benzonitrile (851 mg), (2S,3S)-3-hydroxy-2-methylpyrrolidine (5 mmol) and lithium carbonate (665 mg), the title compound was obtained as a colorless solid (yield: 630 mg) by an operation similar to that in Example 3. The reactants are ClC=1C=C(C=CC1)N1CCNCC1 (1-(3-chlorophenyl)piperazine), BrCCCNC(C1=CC=CC=C1)(C1=CC=CC=C1)C1=CC=CC=C1 (3-bromo-N-(triphenylmethyl)propanamine), C([O-])([O-])=O.[K+].[K+] (potassium carbonate), CN(C=O)C (dimethylformamide). Run in O (water). Reaction conditions: temperature 90 celsius, time 6.5 hour. Product: ClC=1C=C(C=CC1)N1CCN(CC1)CCCNC(C1=CC=CC=C1)(C1=CC=CC=C1)C1=CC=CC=C1 (3-[4-(3-Chlorophenyl)piperazin-1-yl]-N-(triphenylmethyl)propanamine). The yield is 105.5%. Reaction SMILES: [Cl:1][C:2]1[CH:3]=[C:4]([N:8]2[CH2:13][CH2:12][NH:11][CH2:10][CH2:9]2)[CH:5]=[CH:6][CH:7]=1.Br[CH2:15][CH2:16][CH2:17][NH:18][C:19]([C:32]1[CH:37]=[CH:36][CH:35]=[CH:34][CH:33]=1)([C:26]1[CH:31]=[CH:30][CH:29]=[CH:28][CH:27]=1)[C:20]1[CH:25]=[CH:24][CH:23]=[CH:22][CH:21]=1.C(=O)([O-])[O-].[K+].[K+].CN(C)C=O>O>[Cl:1][C:2]1[CH:3]=[C:4]([N:8]2[CH2:13][CH2:12][N:11]([CH2:15][CH2:16][CH2:17][NH:18][C:19]([C:32]3[CH:37]=[CH:36][CH:35]=[CH:34][CH:33]=3)([C:20]3[CH:21]=[CH:22][CH:23]=[CH:24][CH:25]=3)[C:26]3[CH:31]=[CH:30][CH:29]=[CH:28][CH:27]=3)[CH2:10][CH2:9]2)[CH:5]=[CH:6][CH:7]=1 |f:2.3.4|. Reported procedure: A mixture of 5.9 g (30 mmol) of 1-(3-chlorophenyl)piperazine, 12.55 g (33 mmol) of 3-bromo-N-(triphenylmethyl)propanamine, 6.2 g (45 mmol) of potassium carbonate and 60 ml of dimethylformamide is stirred at 90° C. for 6.5 h under argon. The mixture is then poured into iced water and is extracted with ethyl acetate. The organic phase is separated off, is washed with water, is dried and the solvent is evaporated off. 15.7 g of oily residue are obtained and are purified by chromatography on a colum... Reactants: FC1=C(C=CC(=C1)F)[C@]1(OC1)[C@H](C)O ((1S)-1-[(2R)-2-(2,4-difluorophenyl)-2-oxiranyl]ethanol), N1=CN=C2N=CNC2=C1 (purine). Product: FC1=C(C=CC(=C1)F)[C@]1(OC1)[C@@H](C)N1C2=NC=NC=C2N=C1 ((2S)-2-(2,4-difluorophenyl)-2-[(1R)-1-(9H-9-purinyl)ethyl]oxirane). The yield is 47.7%. RXN SMILES: [F:1][C:2]1[CH:7]=[C:6]([F:8])[CH:5]=[CH:4][C:3]=1[C@:9]1([C@@H:12](O)[CH3:13])[CH2:11][O:10]1.[N:15]1[CH:23]=[C:22]2[C:18]([N:19]=[CH:20][NH:21]2)=[N:17][CH:16]=1>>[F:1][C:2]1[CH:7]=[C:6]([F:8])[CH:5]=[CH:4][C:3]=1[C@:9]1([C@H:12]([N:19]2[CH:20]=[N:21][C:22]3[C:18]2=[N:17][CH:16]=[N:15][CH:23]=3)[CH3:13])[CH2:11][O:10]1. Reported procedure: Using (1S)-1-[(2R)-2-(2,4-difluorophenyl)-2-oxiranyl]ethanol (1.03 g) and purine (500 mg), (2S)-2-(2,4-difluorophenyl)-2-[(1R)-1-(9H-9-purinyl)ethyl]oxirane (600 mg) was obtained by the same way as in Reference Example 2. The product is CC1=C(C(=NC(=C1)C)NC1=CC=C(C=C1)CC(C)O)[N+](=O)[O-] (1-{4-[(4,6-Dimethyl-3-nitro-2-pyridinyl)amino]phenyl}-2-propanol). Reported procedure: The title compound was prepared according to the procedure described in step 3 of Example 1 from 1-(4-aminophenyl)-2-propanol (step 1) and 2-chloro-4,6-dimethyl-3-nitropyridine (step 2 of Example 1). RXN SMILES: [NH2:1][C:2]1[CH:7]=[CH:6][C:5]([CH2:8][CH:9]([OH:11])[CH3:10])=[CH:4][CH:3]=1.Cl[C:13]1[C:18]([N+:19]([O-:21])=[O:20])=[C:17]([CH3:22])[CH:16]=[C:15]([CH3:23])[N:14]=1>>[CH3:22][C:17]1[CH:16]=[C:15]([CH3:23])[N:14]=[C:13]([NH:1][C:2]2[CH:3]=[CH:4][C:5]([CH2:8][CH:9]([OH:11])[CH3:10])=[CH:6][CH:7]=2)[C:18]=1[N+:19]([O-:21])=[O:20]. The reactants are NC1=CC=C(C=C1)CC(C)O (1-(4-Aminophenyl)-2-propanol), ClC1=NC(=CC(=C1[N+](=O)[O-])C)C (2-Chloro-4,6-dimethyl-3-nitropyridine). Starting materials: C=1C=CC2=C(C1)N=NN2O (HOBt), ClC=1C=C(C=2N(N1)C=CN2)NC2=CC=C(C(=O)O)C=C2 (4-(6-chloroimidazo[1,2-b]pyridazin-8-ylamino)benzoic acid), NC=1C(N(C=CC1)C1=CC=C(C=C1)F)=O (3-amino-1-(4-fluorophenyl)pyridin-2(1H)-one), TEA, CCN=C=NCCCN(C)C (EDCI). Solvent: CN(C)C=O (DMF), CC#N (CH3CN). Run at temperature 50 celsius, time 12 hour. Product: ClC=1C=C(C=2N(N1)C=CN2)NC2=CC=C(C(=O)NC=1C(N(C=CC1)C1=CC=C(C=C1)F)=O)C=C2 (4-(6-chloroimidazo[1,2-b]pyridazin-8-ylamino)-N-(1-(4-fluorophenyl)-2-oxo-1,2-dihydropyridin-3-yl)benzamide). RXN SMILES: [Cl:1][C:2]1[CH:3]=[C:4]([NH:11][C:12]2[CH:20]=[CH:19][C:15]([C:16]([OH:18])=O)=[CH:14][CH:13]=2)[C:5]2[N:6]([CH:8]=[CH:9][N:10]=2)[N:7]=1.[NH2:21][C:22]1[C:23](=[O:35])[N:24]([C:28]2[CH:33]=[CH:32][C:31]([F:34])=[CH:30][CH:29]=2)[CH:25]=[CH:26][CH:27]=1.CCN=C=NCCCN(C)C.C1C=CC2N(O)N=NC=2C=1>CC#N.CN(C=O)C>[Cl:1][C:2]1[CH:3]=[C:4]([NH:11][C:12]2[CH:13]=[CH:14][C:15]([C:16]([NH:21][C:22]3[C:23](=[O:35])[N:24]([C:28]4[CH:33]=[CH:32][C:31]([F:34])=[CH:30][CH:29]=4)[CH:25]=[CH:26][CH:27]=3)=[O:18])=[CH:19][CH:20]=2)[C:5]2[N:6]([CH:8]=[CH:9][N:10]=2)[N:7]=1. Procedure: To a 2 dram vial was added 4-(6-chloroimidazo[1,2-b]pyridazin-8-ylamino)benzoic acid (0.050 g, 0.17 mmol, prepared as described in Example XIV, step 1b), 3-amino-1-(4-fluorophenyl)pyridin-2(1H)-one (0.053 g, 0.26) from 1a-1 and 1a-2 described below, EDCI (0.050 g, 0.26 mmol), HOBt (0.035 g, 0.26 mmol), TEA (0.07 ml, 0.51 mmol), DMF (0.8 ml) and CH3CN (0.8 ml). the reaction was allowed to stir at 50° C. for 12 hrs. Upon cooling, the solvent was removed in vacuo and diluted with methanol (2 ml). T...